From a dataset of the Open Reaction Database (ORD), a public repository of structured organic reaction records. describe an organic reaction: reactants, conditions, products, and yield Starting materials: [BH4-].[Na+] (Sodium borohydride), O=C(CCCOC1=CC=2C=C3C(=NC2C=C1)NC(N3)=O)C (1,3-dihydro-7-(4-oxopentoxy)-2H-imidazo[4,5-b]quinolin-2-one). Run in CO (methanol), CN(C=O)C (dimethylformamide). Conditions: time 3 hour. The product is OC(CCCOC1=CC=2C=C3C(=NC2C=C1)NC(N3)=O)C (1,3-dihydro-7-(4-hydroxypentoxy)-2H-imidazo[4,5-b]-quinolin-2-one). Yield: 85.7%. RXN SMILES: [BH4-].[Na+].[O:3]=[C:4]([CH3:23])[CH2:5][CH2:6][CH2:7][O:8][C:9]1[CH:18]=[CH:17][C:16]2[N:15]=[C:14]3[NH:19][C:20](=[O:22])[NH:21][C:13]3=[CH:12][C:11]=2[CH:10]=1>CO.CN(C)C=O>[OH:3][CH:4]([CH3:23])[CH2:5][CH2:6][CH2:7][O:8][C:9]1[CH:18]=[CH:17][C:16]2[N:15]=[C:14]3[NH:19][C:20](=[O:22])[NH:21][C:13]3=[CH:12][C:11]=2[CH:10]=1 |f:0.1|. Procedure: Sodium borohydride (1.00 g, 26 mmol) was added portionwise to a stirred suspension of 1,3-dihydro-7-(4-oxopentoxy)-2H-imidazo[4,5-b]quinolin-2-one (3.70 g, 13 mmol) in methanol (85 mL) and dimethylformamide (85 mL). The mixture was stirred at room temperature for 3 hours and then the solvent removed in vacuo. The residual oil was triturated with water (50 mL) and the solid material filtered off, washed with water and dried in air. Crystallization from aqueous dimethylformamide followed by tritur... Reactants: [Li]CCCC, COc1cc(C)c(C=O)c(OC)c1OC, CC(C)NC(C)C, FC(F)(F)c1cc(Cl)nc(Cl)c1, C1CCOC1, O. The product is COc1cc(C)c(C(O)c2c(C(F)(F)F)cc(Cl)nc2Cl)c(OC)c1OC. As a reaction SMILES: [CH2:1]([Li:2])[CH2:3][CH2:4][CH3:5].[CH3:25][O:26][c:27]1[c:28]([CH:29]=[O:30])[c:31]([CH3:39])[cH:32][c:33]([O:37][CH3:38])[c:34]1[O:35][CH3:36].[CH:6]([NH:7][CH:8]([CH3:9])[CH3:10])([CH3:11])[CH3:12].[Cl:13][c:14]1[n:15][c:16]([Cl:24])[cH:17][c:18]([C:20]([F:21])([F:22])[F:23])[cH:19]1.[O:40]1[CH2:41][CH2:42][CH2:43][CH2:44]1.[OH2:45]>>[Cl:13][c:14]1[n:15][c:16]([Cl:24])[cH:17][c:18]([C:20]([F:21])([F:22])[F:23])[c:19]1[CH:29]([c:28]1[c:27]([O:26][CH3:25])[c:34]([O:35][CH3:36])[c:33]([O:37][CH3:38])[cH:32][c:31]1[CH3:39])[OH:30]. The reactants are C1(=CC=CC=C1)S(=O)(=O)N1C=C(C=2C1=NC=C(C2)C=C(C)C)C=2N=C(SC2)C2CCN(CC2)C (1-Benzenesulfonyl-3-[2-(1-methyl-piperidin-4-yl)-thiazol-4-yl]-5-(2-methyl-propenyl)-1H-pyrrolo[2,3-b]pyridine). The reagents and catalysts are [OH-].[OH-].[Pd+2] (Pd(OH)2 on carbon). Run in CO (MeOH). Run at time 72 hour. Product: C1(=CC=CC=C1)S(=O)(=O)N1C=C(C=2C1=NC=C(C2)CC(C)C)C=2N=C(SC2)C2CCN(CC2)C (1-Benzenesulfonyl-5-isobutyl-3-[2-(1-methyl-piperidin-4-yl)-thiazol-4-yl]-1H-pyrrolo[2,3-b]pyridine). Isolated yield 91.2%. RXN SMILES: [C:1]1([S:7]([N:10]2[C:14]3=[N:15][CH:16]=[C:17]([CH:19]=[C:20]([CH3:22])[CH3:21])[CH:18]=[C:13]3[C:12]([C:23]3[N:24]=[C:25]([CH:28]4[CH2:33][CH2:32][N:31]([CH3:34])[CH2:30][CH2:29]4)[S:26][CH:27]=3)=[CH:11]2)(=[O:9])=[O:8])[CH:6]=[CH:5][CH:4]=[CH:3][CH:2]=1>CO.[OH-].[OH-].[Pd+2]>[C:1]1([S:7]([N:10]2[C:14]3=[N:15][CH:16]=[C:17]([CH2:19][CH:20]([CH3:22])[CH3:21])[CH:18]=[C:13]3[C:12]([C:23]3[N:24]=[C:25]([CH:28]4[CH2:29][CH2:30][N:31]([CH3:34])[CH2:32][CH2:33]4)[S:26][CH:27]=3)=[CH:11]2)(=[O:8])=[O:9])[CH:2]=[CH:3][CH:4]=[CH:5][CH:6]=1 |f:2.3.4|. Procedure details: To a solution of 75 (166 mg, 0.34 mmol) in MeOH (10 mL) was added 20% Pd(OH)2 on carbon (50 mg, cat.), and the reaction mixture was stirred vigorously under H2 for 72 h. The mixture was then filtered through Celite, which was then washed with MeOH (100 mL). The filtrate was concentrated to afford 76 as a foam (155 mg, 0.31 mmol, 93%). 1H NMR (400 MHz, CDCl3) δ 0.93 (d, J=6.6 Hz, 2H), 1.85-1.97 (m, 1H), 2.06-2.18 (m, 2H), 2.26-2.47 (m, 4H), 2.48 (s, 3H), 2.60 (d, J=7.3 Hz, 2H), 3.10-3.21 (m, 3H),... Reactants: C(OCOC(CCC(NC(CCC(=O)OC(C)(C)C)(CCC(=O)OC(C)(C)C)CCC(=O)OC(C)(C)C)=O)=O)(SCC)=O (O-(3-(1,5-di(t-butoxycarbonyl)-3-(2-(t-butoxycarbonyl)ethyl)pentan-3-ylcarbamoyl)propanoyloxy)methyl S-ethyl carbonothioate), S(=O)(=O)(Cl)Cl (sulfuryl chloride). Solvent: ice. Conditions: temperature 0 celsius, time 3 hour. Yields the product ClC(=O)OCOC(CCC(NC(CCC(=O)OC(C)(C)C)(CCC(=O)OC(C)(C)C)CCC(=O)OC(C)(C)C)=O)=O (3-(1,5-Di(t-butoxycarbonyl)-3-(2-(t-butoxycarbonyl)ethyl)pentan-3-ylcarbamoyl)propanoyloxymethyl chloroformate). RXN SMILES: [C:1](=[O:43])(SCC)[O:2][CH2:3][O:4][C:5](=[O:39])[CH2:6][CH2:7][C:8](=[O:38])[NH:9][C:10]([CH2:29][CH2:30][C:31]([O:33][C:34]([CH3:37])([CH3:36])[CH3:35])=[O:32])([CH2:20][CH2:21][C:22]([O:24][C:25]([CH3:28])([CH3:27])[CH3:26])=[O:23])[CH2:11][CH2:12][C:13]([O:15][C:16]([CH3:19])([CH3:18])[CH3:17])=[O:14].S(Cl)([Cl:47])(=O)=O>>[Cl:47][C:1]([O:2][CH2:3][O:4][C:5](=[O:39])[CH2:6][CH2:7][C:8](=[O:38])[NH:9][C:10]([CH2:29][CH2:30][C:31]([O:33][C:34]([CH3:37])([CH3:36])[CH3:35])=[O:32])([CH2:20][CH2:21][C:22]([O:24][C:25]([CH3:28])([CH3:27])[CH3:26])=[O:23])[CH2:11][CH2:12][C:13]([O:15][C:16]([CH3:19])([CH3:18])[CH3:17])=[O:14])=[O:43]. Reported procedure: To a solution of carbonothioate 74 (351 mg, 0.55 mmol) in ice-cold CH2Cl2 (3 mL) was added sulfuryl chloride (67 μL, 0.83 mmol) and the mixture was stirred at 0° C. for 3 h, after which the mixture was concentrated to dryness, providing chloroformate 75 as a colorless gum (334 mg, quant.) which was used directly in the next step: 1H NMR (400 MHz, CDCl3) δ 1.44 (s, 27H), 1.94-1.98 (m, 6H), 2.21-2.24 (m, 6H), 2.46 (t, J=6.6 Hz, 2H), 2.74 (t, J=6.6 Hz, 2H), 5.83 (s, 2H), 6.15 (s, 1H). Reactants: N1C=NC2=C1C=CC(=C2)N (1H-Benzoimidazol-5-ylamine), FC1=C(C=O)C=CC=C1F (2,3 Difluorobenzaldehyde), C(C)OC(C(CC(C)=O)=O)=O (2,4-Dioxo-pentanoic acid ethyl ester). Solvent: C(C)O (ethanol). Reaction conditions: temperature 50 celsius, time 24 hour. Product: C(C)(=O)C1=C(C(N(C1C1=C(C(=CC=C1)F)F)C1=CC2=C(NC=N2)C=C1)=O)O (4-Acetyl-1-(1H-benzoimidazol-5-yl)-5-(2,3-difluoro-phenyl)-3-hydroxy-1,5-dihydro-pyrrol-2-one). As a reaction SMILES: [NH:1]1[C:5]2[CH:6]=[CH:7][C:8]([NH2:10])=[CH:9][C:4]=2[N:3]=[CH:2]1.[F:11][C:12]1[C:19]([F:20])=[CH:18][CH:17]=[CH:16][C:13]=1[CH:14]=O.C([O:23][C:24](=O)[C:25](=[O:30])[CH2:26][C:27](=[O:29])[CH3:28])C>C(O)C>[C:27]([C:26]1[CH:14]([C:13]2[CH:16]=[CH:17][CH:18]=[C:19]([F:20])[C:12]=2[F:11])[N:10]([C:8]2[CH:7]=[CH:6][C:5]3[NH:1][CH:2]=[N:3][C:4]=3[CH:9]=2)[C:24](=[O:23])[C:25]=1[OH:30])(=[O:29])[CH3:28]. Procedure details: 1H-Benzoimidazol-5-ylamine (1 mmol) and 2,3 Difluorobenzaldehyde (1 mmol) were added to ethanol (5 ml). After 30 min 2,4-Dioxo-pentanoic acid ethyl ester (1 mmol) was added. The reaction was heated to 50° C. and stirred for 24 h. After evaporation of the solvent the residue was purified with chromatographic methods. Reactants: C(C1=CC=CC=C1)N1CC(OCC1)C(CC1=C(C=CC=C1F)Cl)(O)C1=CC=CC=C1 (1-(4-Benzyl-morpholin-2-yl)-2-(2-chloro-6-fluoro-phenyl)-1-phenyl-ethanol), FC1=C(C[Mg]Br)C=C(C=C1)F (2,5-difluorobenzyl magnesium bromide), Rieke Metals. Yields the product C(C1=CC=CC=C1)N1CC(OCC1)C(CC1=C(C=CC(=C1)F)F)(O)C1=CC=CC=C1 (1-(4-Benzyl-morpholin-2-yl)-2-(2,5-difluoro-phenyl)-1-phenyl-ethanol). As a reaction SMILES: [CH2:1]([N:8]1[CH2:13][CH2:12][O:11][CH:10]([C:14]([C:25]2[CH:30]=[CH:29][CH:28]=[CH:27][CH:26]=2)([OH:24])[CH2:15][C:16]2[C:21]([F:22])=[CH:20][CH:19]=[CH:18][C:17]=2Cl)[CH2:9]1)[C:2]1[CH:7]=[CH:6][CH:5]=[CH:4][CH:3]=1.[F:31]C1C=CC(F)=CC=1C[Mg]Br>>[CH2:1]([N:8]1[CH2:13][CH2:12][O:11][CH:10]([C:14]([C:25]2[CH:30]=[CH:29][CH:28]=[CH:27][CH:26]=2)([OH:24])[CH2:15][C:16]2[CH:17]=[C:18]([F:31])[CH:19]=[CH:20][C:21]=2[F:22])[CH2:9]1)[C:2]1[CH:7]=[CH:6][CH:5]=[CH:4][CH:3]=1. Procedure: The procedure for the synthesis of example 18a, 1-(4-Benzyl-morpholin-2-yl)-2-(2-chloro-6-fluoro-phenyl)-1-phenyl-ethanol, using 2,5-difluorobenzyl magnesium bromide as starting material (available from Rieke Metals) was followed making non-critical variations, to yield the title compound. This material was used in step b) without further purification. LCMS (6 minutes method) [M+H]+=410 @ Rt 3.11 min. major peak. Reactants: ClC1=CC=CC=2SC(=CC21)C2(CCN(CC2)C(=O)OC(C)(C)C)O (4-chloro-2-(4-hydroxy-N-t-butoxycarbonyl-piperidin-4-yl)benzo[b]thiophene), FC(C(=O)O)(F)F (trifluoroacetic acid). Solvent: C(Cl)Cl (methylene chloride). Reaction conditions: temperature 23 celsius, time 4 hour. Product: ClC1=CC=CC=2SC(=CC21)C=2CCNCC2 (4-chloro-2-(1,2,3,6-tetrahydropyridin-4-yl)-benzo[b]thiophene). Yield: 88.7%. RXN SMILES: [Cl:1][C:2]1[C:10]2[CH:9]=[C:8]([C:11]3(O)[CH2:16][CH2:15][N:14](C(OC(C)(C)C)=O)[CH2:13][CH2:12]3)[S:7][C:6]=2[CH:5]=[CH:4][CH:3]=1.FC(F)(F)C(O)=O>C(Cl)Cl>[Cl:1][C:2]1[C:10]2[CH:9]=[C:8]([C:11]3[CH2:16][CH2:15][NH:14][CH2:13][CH:12]=3)[S:7][C:6]=2[CH:5]=[CH:4][CH:3]=1. Procedure details: A solution of 4-chloro-2-(4-hydroxy-N-t-butoxycarbonyl-piperidin-4-yl)benzo[b]thiophene (0.290 g, 0.79 mmol) in methylene chloride (4.0 ml) was treated with 1.5 ml of trifluoroacetic acid and stirred at 23° C. for 4 hours. The reaction was concentrated to a foam under reduced pressure and the residue chromatographed (silica gel, chloroform/methanol 95:5) to give 0.175 g (88%) of a tan powder. FDMS m/e=250 (M+ of free base) Run at time 15 minute. The reactants are N1C=C(C2=CC=CC=C12)CC(=O)O (3-indoleacetic acid), 1,1-carbonyldiimidazole, C(C=1C(N)=CC=CC1)(=O)OC (Methyl anthranilate), CC1=CC=C(C=C1)S(=O)(=O)[O-].C1=CC=[NH+]C=C1 (PPTS). The yield is 86.7%. Run in C1CCOC1 (THF). Reported procedure: [Route A/E modified] To a solution of 3-indoleacetic acid (5.79 g, 33.1 mmol) in 100 ml THF at room temperature was added 1,1-carbonyldiimidazole (5.36 g, 33.1 mmol). The reaction mixture was stirred for 15 minutes under nitrogen. Methyl anthranilate (5.0 g, 33.1 mmol) and PPTS (20.0 g, 80 mmol) were added to the reaction mixture which was then stirred at reflux for 24 hours, cooled, and concentrated to near dryness in vacuo. The product residue was partitioned between 1N hydrochloric acid and e... Product: N1C=C(C2=CC=CC=C12)CC(=O)NC1=C(C=CC=C1)C(=O)OC (2-(3-indolyl)-N-(2-methoxycarbonylphenyl)acetamide). RXN SMILES: [NH:1]1[C:9]2[C:4](=[CH:5][CH:6]=[CH:7][CH:8]=2)[C:3]([CH2:10][C:11]([OH:13])=O)=[CH:2]1.[C:14]([O:23][CH3:24])(=[O:22])[C:15]1[C:16](=[CH:18][CH:19]=[CH:20][CH:21]=1)[NH2:17].CC1C=CC(S([O-])(=O)=O)=CC=1.C1C=C[NH+]=CC=1>C1COCC1>[NH:1]1[C:9]2[C:4](=[CH:5][CH:6]=[CH:7][CH:8]=2)[C:3]([CH2:10][C:11]([NH:17][C:16]2[CH:18]=[CH:19][CH:20]=[CH:21][C:15]=2[C:14]([O:23][CH3:24])=[O:22])=[O:13])=[CH:2]1 |f:2.3|.